Task: describe an organic reaction: reactants, conditions, products, and yield. Dataset: the Open Reaction Database (ORD), a public repository of structured organic reaction records Starting materials: C(C1=CC=CC=C1)(=O)S (thiobenzoic S-acid), O[C@@H]1C[C@H](N(C1)C(=O)OCC1=CC=C(C=C1)[N+](=O)[O-])CSC1=NN=NN1C ((2S,4R)-4-hydroxy-2-(1-methyl-1H-tetrazol-5-yl)thiomethyl-1-(4-nitrobenzyloxycarbonyl)pyrrolidine), C1(=CC=CC=C1)P(C1=CC=CC=C1)C1=CC=CC=C1 (triphenylphosphine), N(=NC(=O)OCC)C(=O)OCC (diethyl azodicarboxylate). The solvent is C(C)(=O)OCC (ethyl acetate), O1CCCC1 (tetrahydrofuran), O1CCCC1 (tetrahydrofuran). Reaction conditions: time 30 minute. Yields the product C(C1=CC=CC=C1)(=O)S[C@H]1C[C@H](N(C1)C(=O)OCC1=CC=C(C=C1)[N+](=O)[O-])CSC1=NN=NN1C ((2S,4S)-4-benzoylthio-2-(1-methyl-1H-tetrazol- 5-yl)thiomethyl-1(4-nitrobenzyloxycarbonyl)pyrrolidine). Reaction SMILES: O[C@H:2]1[CH2:6][N:5]([C:7]([O:9][CH2:10][C:11]2[CH:16]=[CH:15][C:14]([N+:17]([O-:19])=[O:18])=[CH:13][CH:12]=2)=[O:8])[C@H:4]([CH2:20][S:21][C:22]2[N:26]([CH3:27])[N:25]=[N:24][N:23]=2)[CH2:3]1.C1(P(C2C=CC=CC=2)C2C=CC=CC=2)C=CC=CC=1.N(C(OCC)=O)=NC(OCC)=O.[C:59]([SH:67])(=[O:66])[C:60]1[CH:65]=[CH:64][CH:63]=[CH:62][CH:61]=1>O1CCCC1.C(OCC)(=O)C>[C:59]([S:67][C@@H:2]1[CH2:6][N:5]([C:7]([O:9][CH2:10][C:11]2[CH:12]=[CH:13][C:14]([N+:17]([O-:19])=[O:18])=[CH:15][CH:16]=2)=[O:8])[C@H:4]([CH2:20][S:21][C:22]2[N:26]([CH3:27])[N:25]=[N:24][N:23]=2)[CH2:3]1)(=[O:66])[C:60]1[CH:65]=[CH:64][CH:63]=[CH:62][CH:61]=1. Procedure: To a solution of (2S,4R)-4-hydroxy-2-(1-methyl-1H-tetrazol-5-yl)thiomethyl-1-(4-nitrobenzyloxycarbonyl)pyrrolidine (1.23 g) and triphenylphosphine (1.23 g) in tetrahydrofuran (25 ml) was added dropwise a solution of diethyl azodicarboxylate (0.74 ml) in tetrahydrofuran (2 ml) under ice-cooling. After stirring at the same temperature for 30 minutes, to the solution was added thiobenzoic S-acid (0.55 ml) under ice-cooling. The mixture was stirred at the same temperature for 2 hours. The reaction m... The reactants are C1(=CC=CC=C1)C=1C=CC(=NC1C1=CC=CC=C1)C(=O)OCC (ethyl 5,6-diphenylpyridine-2-carboxylate), C1(=CC=CC=C1)C=1C=CC(=NC1C1=CC=CC=C1)C(=O)OCC (ethyl 5,6-diphenylpyridine-2-carboxylate), CNCCNC (N,N′-dimethylethylenediamine), C[Al](C)C (trimethylaluminum). Solvent: C1(=CC=CC=C1)C (toluene). Reaction conditions: temperature 112 celsius. The product is C1(=CC=CC=C1)C=1C=CC(=NC1C1=CC=CC=C1)C(C)=O (1-(5,6-Diphenyl-pyridin-2-yl)-ethanone). Reaction SMILES: [C:1]1([C:7]2[CH:8]=[CH:9][C:10]([C:19]([O:21]CC)=O)=[N:11][C:12]=2[C:13]2[CH:18]=[CH:17][CH:16]=[CH:15][CH:14]=2)[CH:6]=[CH:5][CH:4]=[CH:3][CH:2]=1.[CH3:24]NCCNC.C[Al](C)C>C1(C)C=CC=CC=1>[C:1]1([C:7]2[CH:8]=[CH:9][C:10]([C:19](=[O:21])[CH3:24])=[N:11][C:12]=2[C:13]2[CH:18]=[CH:17][CH:16]=[CH:15][CH:14]=2)[CH:2]=[CH:3][CH:4]=[CH:5][CH:6]=1. Procedure details: General Procedure O. To a solution of ethyl 5,6-diphenylpyridine-2-carboxylate (Compound 21, 246 mg, 0.81 mmol) in toluene (5 ml) was added N,N′-dimethylethylenediamine (DMEDA, 78.7 mg, 0.89 mmol) and trimethylaluminum (1.2 ml, 2.44 mmol, 2 M in toluene) dropwise under argon at room temperature. After the mixture was refluxed at 112° C. for 2.5 hours, it was quenched with water, and the products were extracted with ethyl acetate. The combined organic layers were washed with brine, and dried over... The reactants are CC(C)(C)O, CC(C)OC(C)C, COC(=O)CCCOC1CCCCO1, [Zn]. Yields the product CC(C)(C)OC(=O)CCCOC1CCCCO1. As a reaction SMILES: [C:15]([CH3:16])([CH3:17])([CH3:18])[OH:19].[CH:20]([O:21][CH:22]([CH3:23])[CH3:24])([CH3:25])[CH3:26].[O:1]1[CH:2]([O:7][CH2:8][CH2:9][CH2:10][C:11](=[O:12])[O:13][CH3:14])[CH2:3][CH2:4][CH2:5][CH2:6]1.[Zn:27]>>[O:1]1[CH:2]([O:7][CH2:8][CH2:9][CH2:10][C:11](=[O:12])[O:19][C:15]([CH3:16])([CH3:17])[CH3:18])[CH2:3][CH2:4][CH2:5][CH2:6]1. Reactants: BrCC1=C(C=C(C(=O)OCC)C=C1)C(F)(F)F (ethyl 4-(bromomethyl)-3-trifluoromethylbenzoate), P(OC)(OC)OC (trimethyl phosphite), C1(=CC=CC=C1)C (toluene). Yields the product COP(=O)(OC)CC1=C(C=C(C(=O)OCC)C=C1)C(F)(F)F (ethyl 4-(dimethoxyphosphorylmethyl)-3-trifluoromethylbenzoate). As a reaction SMILES: Br[CH2:2][C:3]1[CH:13]=[CH:12][C:6]([C:7]([O:9][CH2:10][CH3:11])=[O:8])=[CH:5][C:4]=1[C:14]([F:17])([F:16])[F:15].C1(C)C=CC=CC=1.[P:25]([O:30]C)([O:28][CH3:29])[O:26][CH3:27]>>[CH3:27][O:26][P:25]([CH2:2][C:3]1[CH:13]=[CH:12][C:6]([C:7]([O:9][CH2:10][CH3:11])=[O:8])=[CH:5][C:4]=1[C:14]([F:17])([F:16])[F:15])([O:28][CH3:29])=[O:30]. Procedure details: 6.20 g of ethyl 4-(bromomethyl)-3-trifluoromethylbenzoate (Reference Example 2 (step 2)) was dissolved in 12 ml of trimethyl phosphite and the mixture was heated at reflux for 4 hours under an argon atmosphere. After the completion of the reaction, the operation of adding of toluene to the residue, followed by azeotropic removal of trimethyl phosphite was repeated three times. The residue was purified by silica gel column chromatography to obtain 4.96 g of the objective compound as a yellow oily... Starting materials: CC(=O)O, COC(=O)c1ccc(CNC(=O)c2cc(OCc3ccccc3Cl)ccc2Cl)cc1, Cl. Yields the product O=C(O)c1ccc(CNC(=O)c2cc(OCc3ccccc3Cl)ccc2Cl)cc1. As a reaction SMILES: [CH3:31][C:32](=[O:33])[OH:34].[Cl:1][c:2]1[c:3]([C:17](=[O:18])[NH:19][CH2:20][c:21]2[cH:22][cH:23][c:24]([C:25](=[O:26])[O:27][CH3:28])[cH:29][cH:30]2)[cH:4][c:5]([O:8][CH2:9][c:10]2[c:11]([Cl:16])[cH:12][cH:13][cH:14][cH:15]2)[cH:6][cH:7]1.[ClH:35]>>[Cl:1][c:2]1[c:3]([C:17](=[O:18])[NH:19][CH2:20][c:21]2[cH:22][cH:23][c:24]([C:25](=[O:26])[OH:27])[cH:29][cH:30]2)[cH:4][c:5]([O:8][CH2:9][c:10]2[c:11]([Cl:16])[cH:12][cH:13][cH:14][cH:15]2)[cH:6][cH:7]1. Reactants: ClC=1C=C(C=CC1Cl)N=C=O (3,4-dichlorophenylisocyanate), O1CCN(CC1)C=C(C)C (1-morpholino-1-isobutene). Conditions: time 48 hour. Product: ClC=1C=C(C=CC1Cl)N1C(C(C1N1CCOCC1)(C)C)=O (1-(3,4-dichlorophenyl)-3,3-dimethyl-4-morpholino-2-azetidinone). As a reaction SMILES: [Cl:1][C:2]1[CH:3]=[C:4]([N:9]=[C:10]=[O:11])[CH:5]=[CH:6][C:7]=1[Cl:8].[O:12]1[CH2:17][CH2:16][N:15]([CH:18]=[C:19]([CH3:21])[CH3:20])[CH2:14][CH2:13]1>>[Cl:1][C:2]1[CH:3]=[C:4]([N:9]2[CH:18]([N:15]3[CH2:16][CH2:17][O:12][CH2:13][CH2:14]3)[C:19]([CH3:21])([CH3:20])[C:10]2=[O:11])[CH:5]=[CH:6][C:7]=1[Cl:8]. Procedure details: A 1.88 g. portion of 3,4-dichlorophenylisocyanate was added to 2.82 g. of 1-morpholino-1-isobutene. The mixture was stirred at room temperature for 48 hours. At the end of that time, the excess enamine was removed under vacuum, and the remaining oil, 3.0 g., was found by nuclear magnetic resonance analysis to be 1-(3,4-dichlorophenyl)-3,3-dimethyl-4-morpholino-2-azetidinone, a liquid.